This data is from the Open Reaction Database (ORD), a public repository of structured organic reaction records. The task is: describe an organic reaction: reactants, conditions, products, and yield Starting materials: CCO, I, CC(CN1CCCc2cc(N)ccc21)N1CCCC1, CSC(=N)c1cccs1. The product is CC(CN1CCCc2cc(NC(=N)c3cccs3)ccc21)N1CCCC1. Reaction SMILES: [CH3:30][CH2:31][OH:32].[IH:20].[N:1]1([CH:6]([CH2:7][N:8]2[CH2:9][CH2:10][CH2:11][c:12]3[cH:13][c:14]([NH2:18])[cH:15][cH:16][c:17]32)[CH3:19])[CH2:2][CH2:3][CH2:4][CH2:5]1.[s:21]1[c:22]([C:26](=[NH:27])[S:28][CH3:29])[cH:23][cH:24][cH:25]1>>[N:1]1([CH:6]([CH2:7][N:8]2[CH2:9][CH2:10][CH2:11][c:12]3[cH:13][c:14]([NH:18][C:26]([c:22]4[s:21][cH:25][cH:24][cH:23]4)=[NH:27])[cH:15][cH:16][c:17]32)[CH3:19])[CH2:2][CH2:3][CH2:4][CH2:5]1. Starting materials: [BH4-], C1CCOC1, CCCN(c1cc(C(=O)OC)cc(Cl)n1)S(C)(=O)=O, [Li+]. Reaction SMILES: [BH4-:20].[CH2:22]1[O:23][CH2:24][CH2:25][CH2:26]1.[Cl:1][c:2]1[cH:3][c:4]([C:5](=[O:6])[O:7][CH3:8])[cH:9][c:10]([N:12]([CH2:13][CH2:14][CH3:15])[S:16](=[O:17])(=[O:18])[CH3:19])[n:11]1.[Li+:21]>>[Cl:1][c:2]1[cH:3][c:4]([CH2:5][OH:6])[cH:9][c:10]([N:12]([CH2:13][CH2:14][CH3:15])[S:16](=[O:17])(=[O:18])[CH3:19])[n:11]1. The product is CCCN(c1cc(CO)cc(Cl)n1)S(C)(=O)=O. Starting materials: COc1ccc(B(O)O)cc1, COCCOC, Clc1ccc2ccccc2n1, O. Yields the product COc1ccc(-c2ccc3ccccc3n2)cc1. Reaction SMILES: [CH3:12][O:13][c:14]1[cH:15][cH:16][c:17]([B:20]([OH:21])[OH:22])[cH:18][cH:19]1.[CH3:23][O:24][CH2:25][CH2:26][O:27][CH3:28].[Cl:1][c:2]1[n:3][c:4]2[cH:5][cH:6][cH:7][cH:8][c:9]2[cH:10][cH:11]1.[OH2:29]>>[c:2]1(-[c:17]2[cH:16][cH:15][c:14]([O:13][CH3:12])[cH:19][cH:18]2)[n:3][c:4]2[cH:5][cH:6][cH:7][cH:8][c:9]2[cH:10][cH:11]1. Reactants: CN(N=CC1=CC=CC=C1)C(=C(C#N)C#N)N(C)C (Benzaldehyde N-methyl-N-[2,2-dicyano-1-(dimethylamino) ethenyl]hydrazone), Cl (hydrochloric acid). The product is NC1=NN(C(=C1C#N)N(C)C)C (3-Amino-4-cyano-1-methyl-5-dimethylaminopyrazole). Reaction SMILES: [CH3:1][N:2]([C:11]([N:17]([CH3:19])[CH3:18])=[C:12]([C:15]#[N:16])[C:13]#[N:14])[N:3]=CC1C=CC=CC=1.Cl>>[NH2:14][C:13]1[C:12]([C:15]#[N:16])=[C:11]([N:17]([CH3:19])[CH3:18])[N:2]([CH3:1])[N:3]=1. Procedure details: The product of stage (b) (19 g) was heated for 20 minutes with 1 M hydrochloric acid. The mixture was cooled and benzaldehyde was removed by extraction with dichloromethane. The aqueous phase was neutralised with sodium hydroxide to precipitate 3-amino-4-cyano-1-methyl-5-dimethylaminopyrazole (7.2 g), m.p. 100°-102° C. Yields the product CC(C)C#CCCNC(=O)c1cnc(OCC2CO2)s1. Reactants: CCS(=O)(=O)c1ncc(C(=O)NCCC#CC(C)C)s1, OCC1CO1, [H-], [Na+], C1CCOC1. Reaction SMILES: [CH2:8]([S:9](=[O:10])(=[O:11])[c:13]1[s:14][c:15]([C:18](=[O:19])[NH:20][CH2:21][CH2:22][C:23]#[C:24][CH:25]([CH3:26])[CH3:27])[cH:16][n:17]1)[CH3:12].[CH:3]1([CH2:4][OH:5])[CH2:6][O:7]1.[H-:1].[Na+:2].[O:28]1[CH2:29][CH2:30][CH2:31][CH2:32]1>>[CH:3]1([CH2:4][O:5][c:13]2[s:14][c:15]([C:18](=[O:19])[NH:20][CH2:21][CH2:22][C:23]#[C:24][CH:25]([CH3:26])[CH3:27])[cH:16][n:17]2)[CH2:6][O:7]1.